Task: describe an organic reaction: reactants, conditions, products, and yield. Dataset: the Open Reaction Database (ORD), a public repository of structured organic reaction records The reactants are CC(C)(C)[Si](OCCOCC(Oc1ncnc2c1cnn2-c1ncccc1Cl)C(=O)Nc1ccc(Cl)cn1)(c1ccccc1)c1ccccc1, C1CCOC1, CCCC[N+](CCCC)(CCCC)CCCC, [F-]. The product is O=C(Nc1ccc(Cl)cn1)C(COCCO)Oc1ncnc2c1cnn2-c1ncccc1Cl. As a reaction SMILES: [C:19]([Si:20]([c:21]1[cH:22][cH:23][cH:57][cH:58][cH:59]1)([O:24][CH2:25][CH2:26][O:27][CH2:28][CH:29]([C:30](=[O:31])[NH:32][c:33]1[n:34][cH:35][c:36]([Cl:39])[cH:37][cH:38]1)[O:40][c:41]1[c:42]2[c:43]([n:44][cH:45][n:46]1)[n:47](-[c:50]1[n:51][cH:52][cH:53][cH:54][c:55]1[Cl:56])[n:48][cH:49]2)[c:60]1[cH:61][cH:62][cH:63][cH:64][cH:65]1)([CH3:66])([CH3:67])[CH3:68].[CH2:69]1[O:70][CH2:71][CH2:72][CH2:73]1.[CH3:2][CH2:3][CH2:4][CH2:5][N+:6]([CH2:7][CH2:8][CH2:9][CH3:10])([CH2:11][CH2:12][CH2:13][CH3:14])[CH2:15][CH2:16][CH2:17][CH3:18].[F-:1]>>[OH:24][CH2:25][CH2:26][O:27][CH2:28][CH:29]([C:30](=[O:31])[NH:32][c:33]1[n:34][cH:35][c:36]([Cl:39])[cH:37][cH:38]1)[O:40][c:41]1[c:42]2[c:43]([n:44][cH:45][n:46]1)[n:47](-[c:50]1[n:51][cH:52][cH:53][cH:54][c:55]1[Cl:56])[n:48][cH:49]2. The reactants are C1COCCOCCOCCOCCOCCO1, CCOC(=O)c1sc(Cl)nc1C(F)(F)F, [F-], [K+], [K]. The product is CCOC(=O)c1sc(F)nc1C(F)(F)F. Reaction SMILES: [CH2:18]1[O:19][CH2:20][CH2:21][O:22][CH2:23][CH2:24][O:25][CH2:26][CH2:27][O:28][CH2:29][CH2:30][O:31][CH2:32][CH2:33][O:34][CH2:35]1.[Cl:1][c:2]1[s:3][c:4]([C:11](=[O:12])[O:13][CH2:14][CH3:15])[c:5]([C:7]([F:8])([F:9])[F:10])[n:6]1.[F-:16].[K+:17].[K:36]>>[c:2]1([F:16])[s:3][c:4]([C:11](=[O:12])[O:13][CH2:14][CH3:15])[c:5]([C:7]([F:8])([F:9])[F:10])[n:6]1. Reactants: polyphosphoric acid, ClC=1C=CC(=C(C1)CCCC(=O)O)OC (4-(5-chloro-2-methoxyphenyl)butyric acid), ice. Solvent: CCOCC (ether). Product: ClC=1C=CC(=C2CCCC(C12)=O)OC (8-Chloro-5-methoxy-1-tetralone). Yield: 44.0%. Reaction SMILES: [Cl:1][C:2]1[CH:3]=[CH:4][C:5]([O:14][CH3:15])=[C:6]([CH2:8][CH2:9][CH2:10][C:11]([OH:13])=O)[CH:7]=1>CCOCC>[Cl:1][C:2]1[CH:3]=[CH:4][C:5]([O:14][CH3:15])=[C:6]2[C:7]=1[C:11](=[O:13])[CH2:10][CH2:9][CH2:8]2. Procedure: A flask containing 1600 g. of polyphosphoric acid and 160 g. (0.70 mole) 4-(5-chloro-2-methoxyphenyl)butyric acid was heated on a steam bath (internal temperature 90°-95° C.) for 1.5 hours. The hot reaction mixture was then poured onto 2 liters of crushed ice with stirring. The quenched mixture was stirred for 30 minutes, then extracted 3 times with 500 ml. portions of chloroform, the extract carbon treated, dried with MgSO4 and filtered. The filtrate was concentrated in vacuo to afford 146 g. o...